Task: describe an organic reaction: reactants, conditions, products, and yield. Dataset: the Open Reaction Database (ORD), a public repository of structured organic reaction records Reactants: CC1=C(C(=CC(=C1)C)C)S(=O)(=O)C1=NNC=N1 (3-(2,4,6-Trimethylphenyl)sulfonyl-1H-1,2,4-triazole), CN(C(=O)Cl)C1=CC=CC=C1 (N-methyl-N-phenylcarbamoyl chloride). The product is CC1=C(C(=CC(=C1)C)C)S(=O)(=O)C1=NN(C=N1)C(N(C1=CC=CC=C1)C)=O (3-(2,4,6-Trimethylphenyl)sulfonyl-1-(N-methyl-N-phenylcarbamoyl)-1H-1,2,4-triazole). As a reaction SMILES: [CH3:1][C:2]1[CH:7]=[C:6]([CH3:8])[CH:5]=[C:4]([CH3:9])[C:3]=1[S:10]([C:13]1[N:17]=[CH:16][NH:15][N:14]=1)(=[O:12])=[O:11].[CH3:18][N:19]([C:23]1[CH:28]=[CH:27][CH:26]=[CH:25][CH:24]=1)[C:20](Cl)=[O:21]>>[CH3:1][C:2]1[CH:7]=[C:6]([CH3:8])[CH:5]=[C:4]([CH3:9])[C:3]=1[S:10]([C:13]1[N:17]=[CH:16][N:15]([C:20](=[O:21])[N:19]([CH3:18])[C:23]2[CH:28]=[CH:27][CH:26]=[CH:25][CH:24]=2)[N:14]=1)(=[O:11])=[O:12]. Procedure: 3-(2,4,6-Trimethylphenyl)sulfonyl-1H-1,2,4-triazole and N-methyl-N-phenylcarbamoyl chloride were employed to synthesize the title compound as in Example 22.